This data is from the Open Reaction Database (ORD), a public repository of structured organic reaction records. The task is: describe an organic reaction: reactants, conditions, products, and yield The yield is 135.6%. Product: Br.BrCC(=O)NCCCN(C)CC1=CC(=C(C=C1)Cl)Cl (2-Bromo-N-{3-[(3,4-dichlorobenzyl)(methyl)amino]propyl}acetamide hydrogen bromide salt). Reaction conditions: temperature -10 celsius, time 3 hour. The reactants are ClC=1C=C(CN(CCCN)C)C=CC1Cl (N-(3,4-Dichlorobenzyl)-N-(methyl)propan-1,3-diamine), BrCC(=O)Br (bromoacetyl bromide). As a reaction SMILES: [Cl:1][C:2]1[CH:3]=[C:4]([CH:12]=[CH:13][C:14]=1[Cl:15])[CH2:5][N:6]([CH3:11])[CH2:7][CH2:8][CH2:9][NH2:10].[Br:16][CH2:17][C:18](Br)=[O:19]>ClCCl>[BrH:16].[Br:16][CH2:17][C:18]([NH:10][CH2:9][CH2:8][CH2:7][N:6]([CH2:5][C:4]1[CH:12]=[CH:13][C:14]([Cl:15])=[C:2]([Cl:1])[CH:3]=1)[CH3:11])=[O:19] |f:3.4|. Procedure details: 4.9 g (20 mmol) N-(3,4-Dichlorobenzyl)-N-(methyl)propan-1,3-diamine is dissolved in 50 ml dichloromethane. The solution is cooled to −10° C. and at that temperature 2 ml (23 mmol) bromoacetyl bromide in 12 ml dichloromethane is added to it dropwise. The reaction mixture is stirred at −10° C. for 10 minutes and at room temperature for 3 hours. Dichloromethane is poured off, the residue is stirred with 15 ml abs. ethanol, the precipitated crystals are filtered off, washed with ethanol and with eth... The solvent is ClCCl (dichloromethane), ClCCl (Dichloromethane), ClCCl (dichloromethane). The reactants are O[C@H](C(=O)N[C@H](C(=O)OC)C1=CC=CC=C1)CC(C)C (Methyl (2S)-{[(2S)-2-hydroxy-4-methylpentanoyl]amino}(phenyl)acetate), Cl (hydrochloric acid), [OH-].[Li+] (lithium hydroxide). Run in C1CCOC1 (THF), O (water). Run at time 8 hour. Yields the product O[C@H](C(=O)N[C@H](C(=O)O)C1=CC=CC=C1)CC(C)C ((2S)-{[(2S)-2-Hydroxy-4-methylpentanoyl]amino}(phenyl)acetic acid). Reaction SMILES: [OH:1][C@@H:2]([CH2:17][CH:18]([CH3:20])[CH3:19])[C:3]([NH:5][C@@H:6]([C:11]1[CH:16]=[CH:15][CH:14]=[CH:13][CH:12]=1)[C:7]([O:9]C)=[O:8])=[O:4].[OH-].[Li+].Cl>C1COCC1.O>[OH:1][C@@H:2]([CH2:17][CH:18]([CH3:20])[CH3:19])[C:3]([NH:5][C@@H:6]([C:11]1[CH:16]=[CH:15][CH:14]=[CH:13][CH:12]=1)[C:7]([OH:9])=[O:8])=[O:4] |f:1.2|. Procedure: To a solution of methyl (2S)-{[(2S)-2-hydroxy-4-methylpentanoyl]amino}(phenyl)acetate (76a) (4.185 g) in THF (30 ml) and water (15 ml) cooled to 0° C. was added lithium hydroxide (1.45 g) portion wise. The mixture was stirred at RT overnight. The reaction was acidified with 1N hydrochloric acid until pH=1. The mixture was concentrated to remove THF and extracted with Ethyl acetate (3×). The organic layers were washed with water, brine, dried, filtered and evaporated to afford the title compound ... The reactants are CCOC(C)=O, [Cl-], CCN(CC)C(=O)Oc1cccc([N+](=O)[O-])c1, O, O. Product: CCN(CC)C(=O)Oc1cccc(N)c1. Reaction SMILES: [CH3:21][CH2:22][O:23][C:24](=[O:25])[CH3:26].[Cl-:20].[N+:1]([O-:2])(=[O:3])[c:4]1[cH:5][c:6]([O:10][C:11]([N:12]([CH2:13][CH3:14])[CH2:15][CH3:16])=[O:17])[cH:7][cH:8][cH:9]1.[OH2:18].[OH2:19]>>[NH2:1][c:4]1[cH:5][c:6]([O:10][C:11]([N:12]([CH2:13][CH3:14])[CH2:15][CH3:16])=[O:17])[cH:7][cH:8][cH:9]1. Procedure: To a solution of 1.0 M of potassium tert-butoxide in tetrahydrofuran (165 mL, 0.165 mol) at 0° C. was added dropwise a solution of diethyl cyanomethylphosphonate (27 mL, 0.17 mol) in tetrahydrofuran (100 mL). The reaction was warmed to room temperature and then cooled to 0° C. again after stirring for 30 min. To the reaction mixture was added a solution of hexanal (18 mL, 0.15 mol) in tetrahydrofuran (150 mL). The reaction was stirred overnight, allowed to warm up to room temperature. The reacti... Reactants: CC(C)([O-])C.[K+] (potassium tert-butoxide), C(#N)CP(OCC)(OCC)=O (diethyl cyanomethylphosphonate), C(CCCCC)=O (hexanal). Yields the product C(C=CCCCCC)#N (Oct-2-enenitrile). Reaction conditions: time 30 minute. Solvent: O1CCCC1 (tetrahydrofuran), O1CCCC1 (tetrahydrofuran), O1CCCC1 (tetrahydrofuran). The yield is 92.0%. As a reaction SMILES: CC(C)([O-])C.[K+].[C:7]([CH2:9]P(=O)(OCC)OCC)#[N:8].[CH:18](=O)[CH2:19][CH2:20][CH2:21][CH2:22][CH3:23]>O1CCCC1>[C:7](#[N:8])[CH:9]=[CH:18][CH2:19][CH2:20][CH2:21][CH2:22][CH3:23] |f:0.1|. Starting materials: CCOCC, CC1CCC(C(C)C)C(O)C1, O=C(Cl)CCl, c1ccncc1. Yields the product CC1CCC(C(C)C)C(OC(=O)CCl)C1. As a reaction SMILES: [CH3:23][CH2:24][O:25][CH2:26][CH3:27].[CH:6]1([CH3:16])[CH2:7][CH:8]([OH:15])[CH:9]([CH:12]([CH3:13])[CH3:14])[CH2:10][CH2:11]1.[Cl:1][CH2:2][C:3](=[O:4])[Cl:5].[cH:17]1[cH:18][cH:19][n:20][cH:21][cH:22]1>>[Cl:1][CH2:2][C:3](=[O:4])[O:15][CH:8]1[CH2:7][CH:6]([CH3:16])[CH2:11][CH2:10][CH:9]1[CH:12]([CH3:13])[CH3:14]. Reactants: [N+](=O)([O-])C1=CC=C(OC2=CC(=NC=C2)N)C=C1 (4-(4-nitrophenoxy)pyridin-2-amine), CCN(C(C)C)C(C)C (DIPEA), COCC(=O)Cl (2-methoxyacetyl chloride). The solvent is C(Cl)Cl (DCM). Product: COCC(=O)NC1=NC=CC(=C1)OC1=CC=C(C=C1)[N+](=O)[O-] (2-methoxy-N-(4-(4-nitrophenoxy)pyridin-2-yl)acetamide). Isolated yield 92.6%. As a reaction SMILES: [N+:1]([C:4]1[CH:17]=[CH:16][C:7]([O:8][C:9]2[CH:14]=[CH:13][N:12]=[C:11]([NH2:15])[CH:10]=2)=[CH:6][CH:5]=1)([O-:3])=[O:2].CCN(C(C)C)C(C)C.[CH3:27][O:28][CH2:29][C:30](Cl)=[O:31]>C(Cl)Cl>[CH3:27][O:28][CH2:29][C:30]([NH:15][C:11]1[CH:10]=[C:9]([O:8][C:7]2[CH:16]=[CH:17][C:4]([N+:1]([O-:3])=[O:2])=[CH:5][CH:6]=2)[CH:14]=[CH:13][N:12]=1)=[O:31]. Procedure: To a solution of 4-(4-nitrophenoxy)pyridin-2-amine [US Pat Appl 2008319188, Production Example 53] (0.60 g, 2.60 mmol) and DIPEA (0.680 μL, 3.89 mmol) in DCM (15.0 mL) under nitrogen at 0° C. was added 2-methoxyacetyl chloride (225 μL, 3.89 mmol) dropwise over 5 min. The reaction was maintained at RT for 16 hr and was quenched by the addition of a 1% solution of NH3 in MeOH (10 mL). The mixture was evaporated in vacuo and the residue was taken up into DCM (50 mL) and was washed with water (25 mL...